Dataset: the Open Reaction Database (ORD), a public repository of structured organic reaction records. Task: describe an organic reaction: reactants, conditions, products, and yield Reactants: C(C=C)#N (acrylonitrile), CC#C (propylene tetramer), C1=CC=CC=2SC3=CC=CC=C3NC12 (phenothiazine), S(O)(O)(=O)=O (sulfuric acid), olefin. Conditions: time 12 hour. Product: C(CCCCCCCCCCC)NC(C=C)=O (N-Dodecylacrylamide). As a reaction SMILES: [C:1](#N)[CH:2]=[CH2:3].[CH3:5][C:6]#[CH:7].C1[C:21]2[NH:20][C:19]3[C:14](=[CH:15][CH:16]=[CH:17][CH:18]=3)S[C:12]=2[CH:11]=CC=1.S(=O)(=O)(O)[OH:23]>>[CH2:19]([NH:20][C:21](=[O:23])[CH:12]=[CH2:11])[CH2:14][CH2:15][CH2:16][CH2:17][CH2:18][CH2:3][CH2:2][CH2:1][CH2:7][CH2:6][CH3:5]. Reported procedure: To acrylonitrile (212 pbw), propylene tetramer (673 pbw) and phenothiazine (0.4 pbw) is added 85% sulfuric acid (520 pbw) at 40° C. over a period of one hour. The mixture is held at 40° to 42° C. for 12 hours. After cooling the upper layer of unreacted olefin is separated and the lower layer poured into ice water (1600 pbw). This mixture is stirred overnight then partitioned with 2 portions (500 pbw) of toluene. The combined organic phase is worked with 3 portions of water totalling 300 pbw and ... Reactants: O (water), C([O-])([O-])=O.[K+].[K+] (potassium carbonate), C(C1=CC=CC=C1)Br (benzyl bromide), C(C1=CC=CC=C1)S(=O)(=O)NCCC1=COC2=C1C=CC=C2OCC(=O)OC (Methyl (3-(2-(benzylsulfonylamino)ethyl)benzofuran-7-yloxy)acetate). Solvent: CN(C)C=O (DMF). Conditions: time 27 hour. Product: C(C1=CC=CC=C1)S(=O)(=O)N(CC1=CC=CC=C1)CCC1=COC2=C1C=CC=C2OCC(=O)OC (Methyl (3-(2-(benzylsulfonyl-N-benzyl-amino)ethyl)benzofuran-7-yloxy)acetate). Isolated yield 57.0%. RXN SMILES: [CH2:1]([S:8]([NH:11][CH2:12][CH2:13][C:14]1[C:18]2[CH:19]=[CH:20][CH:21]=[C:22]([O:23][CH2:24][C:25]([O:27][CH3:28])=[O:26])[C:17]=2[O:16][CH:15]=1)(=[O:10])=[O:9])[C:2]1[CH:7]=[CH:6][CH:5]=[CH:4][CH:3]=1.C(=O)([O-])[O-].[K+].[K+].[CH2:35](Br)[C:36]1[CH:41]=[CH:40][CH:39]=[CH:38][CH:37]=1.O>CN(C=O)C>[CH2:1]([S:8]([N:11]([CH2:12][CH2:13][C:14]1[C:18]2[CH:19]=[CH:20][CH:21]=[C:22]([O:23][CH2:24][C:25]([O:27][CH3:28])=[O:26])[C:17]=2[O:16][CH:15]=1)[CH2:35][C:36]1[CH:41]=[CH:40][CH:39]=[CH:38][CH:37]=1)(=[O:9])=[O:10])[C:2]1[CH:3]=[CH:4][CH:5]=[CH:6][CH:7]=1 |f:1.2.3|. Procedure: Methyl (3-(2-(benzylsulfonylamino)ethyl)benzofuran-7-yloxy)acetate (143 mg) was dissolved in DMF (3 ml), and potassium carbonate (49 mg) and benzyl bromide (0.13 ml) were added to the obtained solution, followed by stirring the resulting mixture at room temperature for 27 hours and then at 50° C. for 14.5 hours. The reaction solution was poured into water layer (50 ml) and the resultant was extracted twice with ethyl acetate (20 ml). The organic layers were combined and washed with 1N hydrochlor...